This data is from the Open Reaction Database (ORD), a public repository of structured organic reaction records. The task is: describe an organic reaction: reactants, conditions, products, and yield Starting materials: COc1ccc(C=C2C3=C(CCCC3)CCN2C(C)=O)cc1, ClCCl, CO, O. The product is COc1ccc(CC2C3=C(CCCC3)CCN2C(C)=O)cc1. As a reaction SMILES: [C:1]([CH3:2])(=[O:3])[N:4]1[C:5](=[CH:14][c:15]2[cH:16][cH:17][c:18]([O:21][CH3:22])[cH:19][cH:20]2)[C:6]2=[C:11]([CH2:10][CH2:9][CH2:8][CH2:7]2)[CH2:12][CH2:13]1.[CH2:24]([Cl:25])[Cl:26].[CH3:27][OH:28].[OH2:23]>>[C:1]([CH3:2])(=[O:3])[N:4]1[CH:5]([CH2:14][c:15]2[cH:16][cH:17][c:18]([O:21][CH3:22])[cH:19][cH:20]2)[C:6]2=[C:11]([CH2:10][CH2:9][CH2:8][CH2:7]2)[CH2:12][CH2:13]1.